Task: describe an organic reaction: reactants, conditions, products, and yield. Dataset: the Open Reaction Database (ORD), a public repository of structured organic reaction records RXN SMILES: [CH3:19][S:20](=[O:21])(=[O:22])[N:23]=[C:24]=[S:25].[CH3:33][CH2:34][O:35][C:36](=[O:37])[CH3:38].[CH3:6][C:7]([CH3:8])([O:9][C:10](=[O:11])[NH:12][CH:13]1[C:14](=[O:17])[NH:15][CH2:16]1)[CH3:18].[CH:1]([Li:2])([CH2:3][CH3:4])[CH3:5].[ClH:26].[O:27]1[CH2:28][CH2:29][CH2:30][CH2:31]1.[OH2:32]>>[CH3:6][C:7]([CH3:8])([O:9][C:10](=[O:11])[NH:12][CH:13]1[C:14](=[O:17])[N:15]([C:24]([NH:23][S:20]([CH3:19])(=[O:21])=[O:22])=[S:25])[CH2:16]1)[CH3:18]. Starting materials: CS(=O)(=O)N=C=S, CCOC(C)=O, CC(C)(C)OC(=O)NC1CNC1=O, [Li]C(C)CC, Cl, C1CCOC1, O. Yields the product CC(C)(C)OC(=O)NC1CN(C(=S)NS(C)(=O)=O)C1=O. Starting materials: BrC=1C=NC=C(C1)CN1C(=NC=C1)C (3-bromo-5-(2-methyl-imidazol-1-yl-methyl)-pyridine), ClC1=C(C=C(C=C1)B1OC(C(O1)(C)C)(C)C)C(F)(F)F (2-(4-chloro-3-trifluoromethyl-phenyl)-4,4,5,5-tetramethyl-[1,3,2] dioxaborolane). Product: Cl.ClC1=C(C=C(C=C1)C=1C=NC=C(C1)CN1C(=NC=C1)C)C(F)(F)F (3-(4-Chloro-3-trifluoromethyl-phenyl)-5-(2-methyl-imidazol-1-yl-methyl)-pyridine Hydrochloride), foam. Yield: 49.0%. Reaction SMILES: Br[C:2]1[CH:3]=[N:4][CH:5]=[C:6]([CH2:8][N:9]2[CH:13]=[CH:12][N:11]=[C:10]2[CH3:14])[CH:7]=1.[Cl:15][C:16]1[CH:21]=[CH:20][C:19](B2OC(C)(C)C(C)(C)O2)=[CH:18][C:17]=1[C:31]([F:34])([F:33])[F:32]>>[ClH:15].[Cl:15][C:16]1[CH:21]=[CH:20][C:19]([C:2]2[CH:3]=[N:4][CH:5]=[C:6]([CH2:8][N:9]3[CH:13]=[CH:12][N:11]=[C:10]3[CH3:14])[CH:7]=2)=[CH:18][C:17]=1[C:31]([F:32])([F:33])[F:34] |f:2.3|. Procedure details: The title compound, MS: m/e=352.3 (M+H+) was obtained as a beige foam (49% yield) by the reaction of 3-bromo-5-(2-methyl-imidazol-1-yl-methyl)-pyridine with 2-(4-chloro-3-trifluoromethyl-phenyl)-4,4,5,5-tetramethyl-[1,3,2] dioxaborolane. The reactants are O=[N+]([O-])c1cc(C(F)(F)F)ccc1Br, CC(=O)[O-], CC(=O)[O-], Cc1ccccc1, OB(O)c1ccccc1, [Pd+2], Cl[Pd]Cl, c1ccc(P(c2ccccc2)c2ccccc2)cc1, c1ccc(P(c2ccccc2)c2ccccc2)cc1. Reaction SMILES: [Br:1][c:2]1[c:3]([N+:12](=[O:13])[O-:14])[cH:4][c:5]([C:8]([F:9])([F:10])[F:11])[cH:6][cH:7]1.[C:65]([O-:66])(=[O:67])[CH3:68].[C:70]([O-:71])(=[O:72])[CH3:73].[CH3:74][c:75]1[cH:76][cH:77][cH:78][cH:79][cH:80]1.[OH:15][B:16]([OH:17])[c:18]1[cH:19][cH:20][cH:21][cH:22][cH:23]1.[Pd+2:69].[Pd:24]([Cl:25])[Cl:26].[c:27]1([P:28]([c:29]2[cH:30][cH:31][cH:32][cH:33][cH:34]2)[c:35]2[cH:36][cH:37][cH:38][cH:39][cH:40]2)[cH:41][cH:42][cH:43][cH:44][cH:45]1.[c:46]1([P:47]([c:48]2[cH:49][cH:50][cH:51][cH:52][cH:53]2)[c:54]2[cH:55][cH:56][cH:57][cH:58][cH:59]2)[cH:60][cH:61][cH:62][cH:63][cH:64]1>>[c:2]1(-[c:18]2[cH:19][cH:20][cH:21][cH:22][cH:23]2)[c:3]([N+:12](=[O:13])[O-:14])[cH:4][c:5]([C:8]([F:9])([F:10])[F:11])[cH:6][cH:7]1. The product is O=[N+]([O-])c1cc(C(F)(F)F)ccc1-c1ccccc1. The reactants are COCc1cc(O)nc(N2CCCC2c2cc(C3CC3)no2)n1, O=P(Cl)(Cl)Cl. The product is COCc1cc(Cl)nc(N2CCCC2c2cc(C3CC3)no2)n1. As a reaction SMILES: [CH:1]1([c:4]2[n:5][o:6][c:7]([CH:9]3[N:10]([c:14]4[n:15][c:16]([CH2:21][O:22][CH3:23])[cH:17][c:18]([OH:20])[n:19]4)[CH2:11][CH2:12][CH2:13]3)[cH:8]2)[CH2:2][CH2:3]1.[P:24]([Cl:25])([Cl:26])([Cl:27])=[O:28]>>[CH:1]1([c:4]2[n:5][o:6][c:7]([CH:9]3[N:10]([c:14]4[n:15][c:16]([CH2:21][O:22][CH3:23])[cH:17][c:18]([Cl:26])[n:19]4)[CH2:11][CH2:12][CH2:13]3)[cH:8]2)[CH2:2][CH2:3]1. As a reaction SMILES: [CH2:1]([O:4][C:5]1[CH:10]=[CH:9][C:8]([CH2:11][C@H:12]([NH:17][C:18](=[O:29])[C:19]2[CH:24]=[CH:23][CH:22]=[CH:21][C:20]=2[O:25][CH2:26]C=C)[C:13]([O:15][CH3:16])=[O:14])=[CH:7][C:6]=1[Cl:30])[CH:2]=[CH2:3]>Cl[Ru](=C1N(C2C(C)=CC(C)=CC=2C)CCN1C1C(C)=CC(C)=CC=1C)(Cl)(=CC1C=CC=CC=1)[P](C1CCCCC1)(C1CCCCC1)C1CCCCC1.C(Cl)Cl>[CH3:16][O:15][C:13]([C@H:12]1[NH:17][C:18](=[O:29])[C:19]2[C:20](=[CH:21][CH:22]=[CH:23][CH:24]=2)[O:25][CH2:26][CH:3]=[CH:2][CH2:1][O:4][C:5]2=[CH:10][CH:9]=[C:8]([CH:7]=[C:6]2[Cl:30])[CH2:11]1)=[O:14] |^1:63|. Yields the product COC(=O)[C@@H]1CC=2C=C(C(OC/C=C/COC3=CC=CC=C3C(N1)=O)=CC2)Cl ((E)-(S)-19-Chloro-5-oxo-12,17-dioxa-4-aza-tricyclo[16.2.2.0*6,11*]docosa-1(21),6,8,10,14,18(22),19-heptaene-3-carboxylic acid methyl ester). Starting materials: C(C=C)OC1=C(C=C(C=C1)C[C@@H](C(=O)OC)NC(C1=C(C=CC=C1)OCC=C)=O)Cl ((S)-methyl 3-(4-(allyloxy)-3-chlorophenyl)-2-(2-(allyloxy)benzamido)propanoate). The solvent is C(Cl)Cl (DCM), C(Cl)Cl (DCM). Reagents/catalysts: Cl[Ru]([P](C1CCCCC1)(C2CCCCC2)C3CCCCC3)(=CC4=CC=CC=C4)(Cl)=C5N(C6=C(C)C=C(C)C=C6C)CCN5C7=C(C)C=C(C)C=C7C (Grubbs II). Run at temperature 50 celsius, time 2 hour. Procedure: In a 250 mL three-necked flask, Grubbs II catalyst (56.3 mg, 66.3 μmol, Eq: 0.30) was combined with dry DCM (50 mL) to give a brown solution. The reaction mixture was heated to 50° C. (reflux) under argon atmosphere. (S)-methyl 3-(4-(allyloxy)-3-chlorophenyl)-2-(2-(allyloxy)benzamido)propanoate (95 mg, 221 μmol, Eq: 1.00) dissolved in dry DCM (30 mL) was added dropwise. The reaction mixture was stirred at 50° C. for 2 h under argon atmosphere. The reaction mixture was stirred for 1 h at 50° C. t... The reactants are C(C)(=O)OC(CC(C)=O)CCC1=CC=CC=C1 (4-acetoxy-6-phenylhexan-2-one), BrCC(=O)OCC (ethyl bromoacetate). Reagents/catalysts: [Zn] (zinc). The product is OC(CC(=O)OCC)(CC(CCC1=CC=CC=C1)OC(C)=O)C (ethyl 3-hydroxy-3-methyl-5-acetoxy-7-phenylheptanoate). RXN SMILES: [C:1]([O:4][CH:5]([CH2:10][CH2:11][C:12]1[CH:17]=[CH:16][CH:15]=[CH:14][CH:13]=1)[CH2:6][C:7](=[O:9])[CH3:8])(=[O:3])[CH3:2].Br[CH2:19][C:20]([O:22][CH2:23][CH3:24])=[O:21]>[Zn]>[OH:9][C:7]([CH3:8])([CH2:6][CH:5]([O:4][C:1](=[O:3])[CH3:2])[CH2:10][CH2:11][C:12]1[CH:17]=[CH:16][CH:15]=[CH:14][CH:13]=1)[CH2:19][C:20]([O:22][CH2:23][CH3:24])=[O:21]. Procedure details: Using 1.48 g of 4-acetoxy-6-phenylhexan-2-one, 1 ml of ethyl bromoacetate and 0.62 g of zinc, the reaction and the purification of the product were carried out according to the method described in Example 1 (a) affording 1.03 g of ethyl 3-hydroxy-3-methyl-5-acetoxy-7-phenylheptanoate. The ester (0.90 g) thus obtained was dissolved in 5 ml of methanol and 2 ml of 4 N sodium hydroxide was added thereto. The mixture was stirred for 4 hours at room temperature, acidified by the addition of 4 N hydro... Starting materials: Brc1ccc(N(c2ccccc2)c2ccccc2)cc1, O=Cc1ccc(Br)cc1, CCCC[Sn](CCCC)(CCCC)c1ccc(-c2ccc(N(c3ccccc3)c3ccccc3)cc2)n1C, CCCC[Sn](CCCC)(CCCC)c1cccn1C. Product: Cn1c(-c2ccc(C=O)cc2)ccc1-c1ccc(N(c2ccccc2)c2ccccc2)cc1. As a reaction SMILES: [Br:10][c:11]1[cH:12][cH:13][c:14]([N:15]([c:16]2[cH:17][cH:18][cH:19][cH:20][cH:21]2)[c:22]2[cH:23][cH:24][cH:25][cH:26][cH:27]2)[cH:28][cH:29]1.[Br:1][c:2]1[cH:3][cH:4][c:5]([CH:6]=[O:7])[cH:8][cH:9]1.[CH3:30][n:31]1[c:32](-[c:49]2[cH:50][cH:51][c:52]([N:53]([c:54]3[cH:55][cH:56][cH:57][cH:58][cH:59]3)[c:60]3[cH:61][cH:62][cH:63][cH:64][cH:65]3)[cH:66][cH:67]2)[cH:33][cH:34][c:35]1[Sn:36]([CH2:37][CH2:38][CH2:39][CH3:40])([CH2:41][CH2:42][CH2:43][CH3:44])[CH2:45][CH2:46][CH2:47][CH3:48].[CH3:68][n:69]1[cH:70][cH:71][cH:72][c:73]1[Sn:74]([CH2:75][CH2:76][CH2:77][CH3:78])([CH2:79][CH2:80][CH2:81][CH3:82])[CH2:83][CH2:84][CH2:85][CH3:86]>>[c:2]1(-[c:35]2[n:31]([CH3:30])[c:32](-[c:49]3[cH:50][cH:51][c:52]([N:53]([c:54]4[cH:55][cH:56][cH:57][cH:58][cH:59]4)[c:60]4[cH:61][cH:62][cH:63][cH:64][cH:65]4)[cH:66][cH:67]3)[cH:33][cH:34]2)[cH:3][cH:4][c:5]([CH:6]=[O:7])[cH:8][cH:9]1. Reactants: COC1=CC=C2C=CC=C(C2=C1)C=CC(=O)N (3-(7-Methoxy-1-naphthyl)-2-propenamide), C1CCOC1 (THF). Reagents/catalysts: [Pd] (Pd/C). Run in CO (MeOH). Conditions: temperature 50 celsius. The product is COC1=CC=C2C=CC=C(C2=C1)CCC(=O)N (3-(7-Methoxy-1-naphthyl)propanamide). RXN SMILES: [CH3:1][O:2][C:3]1[CH:12]=[C:11]2[C:6]([CH:7]=[CH:8][CH:9]=[C:10]2[CH:13]=[CH:14][C:15]([NH2:17])=[O:16])=[CH:5][CH:4]=1.C1COCC1>CO.[Pd]>[CH3:1][O:2][C:3]1[CH:12]=[C:11]2[C:6]([CH:7]=[CH:8][CH:9]=[C:10]2[CH2:13][CH2:14][C:15]([NH2:17])=[O:16])=[CH:5][CH:4]=1. Procedure: 0.12 g of 5% Pd/C (50% wet) is added to a solution of the compound obtained in Step A (0.5 g) in a mixture of MeOH (6.5 mL)/THF (6.5 mL). The mixture is purged with nitrogen and then with hydrogen before being heated at 50° C. under atmospheric pressure during 1 hour. The suspension is then filtered over Celite and the filter is washed with a mixture of MeOH (5 mL)/THF (5 mL). The liquors are concentrated under reduced pressure to yield the title product in the form of a solid which is directly ... Conditions: time 30 minute. Solvent: ClCCl (dichloromethane), ClCCl (dichloromethane), C(O)([O-])=O.[Na+] (sodium hydrogen carbonate). Procedure details: To a solution of boron trifluoride diethyl ether complex (1.26 mL, 9.94 mmol) and trimethylsilyl cyanide (1.77 mL, 13.3 mmol) in dichloromethane (13 mL) was added a solution of 8,9-dihydrofuro[3,2-c]pyrazolo[1,5-a]pyridin-1-ylmethanol (630 mg, 3.31 mmol) in dichloromethane (39 mL) under ice-cooling and an argon atmosphere, and the mixture was stirred at room temperature for 30 min. The reaction solution was diluted with saturated aqueous sodium hydrogen carbonate solution, and the mixture was ex... Product: C=1(C=NN2C1C1=C(C=C2)OCC1)CC#N (8,9-dihydrofuro[3,2-c]pyrazolo[1,5-a]pyridin-1-ylacetonitrile). RXN SMILES: C[Si]([C:5]#[N:6])(C)C.[C:7]1([CH2:19]O)[CH:8]=[N:9][N:10]2[CH:15]=[CH:14][C:13]3[O:16][CH2:17][CH2:18][C:12]=3[C:11]=12>ClCCl.C(=O)([O-])O.[Na+]>[C:7]1([CH2:19][C:5]#[N:6])[CH:8]=[N:9][N:10]2[CH:15]=[CH:14][C:13]3[O:16][CH2:17][CH2:18][C:12]=3[C:11]=12 |f:3.4|. Yield: 41.6%. Starting materials: C[Si](C)(C)C#N (trimethylsilyl cyanide), C=1(C=NN2C1C1=C(C=C2)OCC1)CO (8,9-dihydrofuro[3,2-c]pyrazolo[1,5-a]pyridin-1-ylmethanol).